This data is from the Open Reaction Database (ORD), a public repository of structured organic reaction records. The task is: describe an organic reaction: reactants, conditions, products, and yield The reactants are C(C)(C)(C)OC(=O)N(CCCC(=O)O)C (4-(tert-butoxycarbonyl-methyl-amino)-butyric acid), CN1CCOCC1 (4-methyl-morpholine), ClC(=O)OCC(C)C (isobutyl chloroformate), C(C)(C)(C)OC(=O)N(CCCC(=O)O)C (4-(tert-butoxycarbonyl-methyl-amino)-butyric acid), CN1CCOCC1 (4-methyl-morpholine), ClC(=O)OCC(C)C (isobutyl chloroformate), residue, C(C)(C)(C)OC(=O)N(CCCC(=O)OC(=O)OCC(C)C)C (1-({[(4-{[(tert-butoxy)carbonyl] (methyl)amino}butanoyl)oxy]carbonyl}oxy)-2-methylpropane), NC1=NN2C(C(=C(C(=C2)C2=CC=NN2C2=CC=C(C#N)C=C2)C)C2=CC(=CC=C2)C(F)(F)F)=N1 (4-{5-[2-amino-7-methyl-8-(3-trifluoromethyl-phenyl)-[1,2,4]triazolo[1,5-a]pyridin-6-yl]-pyrazol-1-yl}-benzonitrile), C(C)(C)(C)OC(=O)N(CCCC(=O)OC(=O)OCC(C)C)C (1-({[(4-{[(tert-butoxy)carbonyl] (methyl)-amino}butanoyl)oxy]carbonyl}oxy)-2-methylpropane), C(C)(C)(C)OC(=O)N(CCCC(=O)O)C (4-(tert-butoxycarbonyl-methyl-amino)-butyric acid), CN1CCOCC1 (4-methyl-morpholine), ClC(=O)OCC(C)C (isobutyl chloroformate). Run at temperature -22 celsius, time 20 minute. Yields the product C(C)(C)(C)OC(N(C)CCCC(NC1=NN2C(C(=C(C(=C2)C=2N(N=CC2)C2=CC=C(C=C2)C#N)C)C2=CC(=CC=C2)C(F)(F)F)=N1)=O)=O ({3-[6-[2-(4-Cyano-phenyl)-2H-pyrazol-3-yl]-7-methyl-8-(3-trifluoromethyl-phenyl)-[1,2,4]triazolo[1,5-a]pyridin-2-ylcarbamoyl]-propyl}-methyl-carbamic acid tert-butyl ester). The solvent is C1CCOC1 (THF), C1CCOC1 (THF), C1CCOC1 (THF), C1CCOC1 (THF). Procedure: A solution of 4-(tert-butoxycarbonyl-methyl-amino)-butyric acid (109 mg, 0.50 mmol) in THF (5 mL) was treated with 4-methyl-morpholine (101 mg, 1.0 mmol) followed by isobutyl chloroformate (68 mg, 0.5 mmol) and cooled to −22° C. under argon. The reaction mixture was stirred for 20 mins while warming to −15° C. After re-cooling to −24° C., 4-{5-[2-amino-7-methyl-8-(3-trifluoromethyl-phenyl)-[1,2,4]triazolo[1,5-a]pyridin-6-yl]-pyrazol-1-yl}-benzonitrile (Ex. 1, 230 mg, 0.50 mmol) was added and the... RXN SMILES: [C:1]([O:5][C:6]([N:8]([CH3:15])[CH2:9][CH2:10][CH2:11][C:12]([OH:14])=O)=[O:7])([CH3:4])([CH3:3])[CH3:2].CN1CCOCC1.ClC(OCC(C)C)=O.[NH2:31][C:32]1[N:64]=[C:35]2[C:36]([C:54]3[CH:59]=[CH:58][CH:57]=[C:56]([C:60]([F:63])([F:62])[F:61])[CH:55]=3)=[C:37]([CH3:53])[C:38]([C:40]3[N:44]([C:45]4[CH:52]=[CH:51][C:48]([C:49]#[N:50])=[CH:47][CH:46]=4)[N:43]=[CH:42][CH:41]=3)=[CH:39][N:34]2[N:33]=1.C(OC(N(C)CCCC(OC(OCC(C)C)=O)=O)=O)(C)(C)C>C1COCC1>[C:1]([O:5][C:6](=[O:7])[N:8]([CH2:9][CH2:10][CH2:11][C:12](=[O:14])[NH:31][C:32]1[N:64]=[C:35]2[C:36]([C:54]3[CH:59]=[CH:58][CH:57]=[C:56]([C:60]([F:62])([F:63])[F:61])[CH:55]=3)=[C:37]([CH3:53])[C:38]([C:40]3[N:44]([C:45]4[CH:52]=[CH:51][C:48]([C:49]#[N:50])=[CH:47][CH:46]=4)[N:43]=[CH:42][CH:41]=3)=[CH:39][N:34]2[N:33]=1)[CH3:15])([CH3:2])([CH3:3])[CH3:4]. Starting materials: NC1=NC(=C(C(=N1)S(=O)C)C#N)C=1SC=CC1 (2-amino-4-methanesulfinyl-6-thiophen-2-yl-pyrimidine-5-carbonitrile), COCCN (2-methoxyethylamine). Run in O1CCOCC1 (dioxane). Product: NC1=NC(=C(C(=N1)NCCOC)C#N)C=1SC=CC1 (2-Amino-4-(2-methoxy-ethylamino)-6-thiophen-2-yl-pyrimidine-5-carbonitrile). As a reaction SMILES: [NH2:1][C:2]1[N:7]=[C:6](S(C)=O)[C:5]([C:11]#[N:12])=[C:4]([C:13]2[S:14][CH:15]=[CH:16][CH:17]=2)[N:3]=1.[CH3:18][O:19][CH2:20][CH2:21][NH2:22]>O1CCOCC1>[NH2:1][C:2]1[N:7]=[C:6]([NH:22][CH2:21][CH2:20][O:19][CH3:18])[C:5]([C:11]#[N:12])=[C:4]([C:13]2[S:14][CH:15]=[CH:16][CH:17]=2)[N:3]=1. Procedure: From 2-amino-4-methanesulfinyl-6-thiophen-2-yl-pyrimidine-5-carbonitrile and 2-methoxyethylamine in dioxane. ES-MS m/e (%): 276 (M+H+, 100). Reactants: ClC1=CC(=NC2=CC=C(C=C12)C)N1CCS(C2=C(C1)C=CC=C2)=O (4-(4-chloro-6-methylquinolin-2-yl)-2,3,4,5-tetrahydro-1,4-benzothiazepine 1-oxide), O[C@H]1[C@@H](CNC1)NC(OC(C)(C)C)=O (tert-butyl [trans-4-hydroxypyrrolidin-3-yl]carbamate), tris(2-benzylidene acetone) palladium(II), C1(CCCCC1)P(C1(C(=CC=CC1)C1=CC=CC=C1)N(C)C)C1CCCCC1 (2-dicyclohexylphosphino-2-(N,N-dimethylamino)biphenyl), CC(C)([O-])C.[Na+] (sodium tert-butoxide), O1CCOCC1 (1,4-dioxane). Conditions: temperature 120 celsius. The product is CC=1C=C2C(=CC(=NC2=CC1)N1CCS(C2=C(C1)C=CC=C2)=O)N2C[C@H]([C@@H](C2)O)C(=O)OC(C)(C)C (tert-Butyl {trans-1-[6-methyl-2-(1-oxido-2,3-dihydro-1,4-benzothiazepin-4(5H)-yl)quinolin-4-yl]-4-hydroxypyrrolidin-3-yl}carboxylate). The yield is 80.0%. RXN SMILES: Cl[C:2]1[C:11]2[C:6](=[CH:7][CH:8]=[C:9]([CH3:12])[CH:10]=2)[N:5]=[C:4]([N:13]2[CH2:19][C:18]3[CH:20]=[CH:21][CH:22]=[CH:23][C:17]=3[S:16](=[O:24])[CH2:15][CH2:14]2)[CH:3]=1.[OH:25][C@@H:26]1[CH2:30][NH:29][CH2:28][C@H:27]1NC(=O)OC(C)(C)C.C1(P(C2CCCCC2)C2(N(C)C)CC=CC=C2C2C=CC=CC=2)CCCCC1.[CH3:67][C:68]([CH3:71])([O-:70])[CH3:69].[Na+].[O:73]1CCOC[CH2:74]1>>[CH3:12][C:9]1[CH:10]=[C:11]2[C:6](=[CH:7][CH:8]=1)[N:5]=[C:4]([N:13]1[CH2:19][C:18]3[CH:20]=[CH:21][CH:22]=[CH:23][C:17]=3[S:16](=[O:24])[CH2:15][CH2:14]1)[CH:3]=[C:2]2[N:29]1[CH2:30][C@@H:26]([OH:25])[C@H:27]([C:74]([O:70][C:68]([CH3:71])([CH3:69])[CH3:67])=[O:73])[CH2:28]1 |f:3.4|. Procedure: A mixture of 4-(4-chloro-6-methylquinolin-2-yl)-2,3,4,5-tetrahydro-1,4-benzothiazepine 1-oxide (200 mg, 0.56 mmol, prepared in analogy to the one in Example 18-1), tert-butyl [trans-4-hydroxypyrrolidin-3-yl]carbamate (125 mg, 0.62 mmol), tris(2-benzylidene acetone) palladium(II) (50 mg, 0.055 mmol), 2-dicyclohexylphosphino-2-(N,N-dimethylamino)biphenyl (30 mg, 0.076 mmol), sodium tert-butoxide (60 mg, 0.625 mmol) and 1,4-dioxane (3 mL) in a 2-5 mL of process vial was heated at 120° C. under micr... The reactants are CC1CCNCC1, Cc1cc(C#Cc2ccc(-c3ccc(Cl)cc3)cn2)ccc1CCOS(C)(=O)=O, CN(C)C=O. Yields the product Cc1cc(C#Cc2ccc(-c3ccc(Cl)cc3)cn2)ccc1CCN1CCC(C)CC1. As a reaction SMILES: [CH3:1][CH:2]1[CH2:3][CH2:4][NH:5][CH2:6][CH2:7]1.[CH3:8][S:9]([O:10][CH2:13][CH2:14][c:15]1[c:16]([CH3:36])[cH:17][c:18]([C:21]#[C:22][c:23]2[n:24][cH:25][c:26](-[c:29]3[cH:30][cH:31][c:32]([Cl:35])[cH:33][cH:34]3)[cH:27][cH:28]2)[cH:19][cH:20]1)(=[O:11])=[O:12].[O:37]=[CH:38][N:39]([CH3:40])[CH3:41]>>[CH3:1][CH:2]1[CH2:3][CH2:4][N:5]([CH2:13][CH2:14][c:15]2[c:16]([CH3:36])[cH:17][c:18]([C:21]#[C:22][c:23]3[n:24][cH:25][c:26](-[c:29]4[cH:30][cH:31][c:32]([Cl:35])[cH:33][cH:34]4)[cH:27][cH:28]3)[cH:19][cH:20]2)[CH2:6][CH2:7]1. The reactants are C(C)C1=C(C(=CC(=C1)C=1OC(=NN1)C1=CC(=CC(=C1)C)CN(C)CC)C)O (2-ethyl-4-(5-{3-[(ethyl-methyl-amino)-methyl]-5-methyl-phenyl}-[1,3,4]oxadiazol-2-yl)-6-methyl-phenol), C(Cl)[C@H]1CO1 ((R)-epichlorohydrine), N (ammonia). Run in CO (methanol). The product is NC[C@@H](COC1=C(C=C(C=C1C)C=1OC(=NN1)C1=CC(=CC(=C1)C)CN(C)CC)CC)O ((S)-1-amino-3-[2-ethyl-4-(5-{3-[(ethyl-methyl-amino)-methyl]-5-methyl-phenyl}-[1,3,4]oxadiazol-2-yl)-6-methyl-phenoxy]-propan-2-ol). Reaction SMILES: [CH2:1]([C:3]1[CH:8]=[C:7]([C:9]2[O:10][C:11]([C:14]3[CH:19]=[C:18]([CH3:20])[CH:17]=[C:16]([CH2:21][N:22]([CH2:24][CH3:25])[CH3:23])[CH:15]=3)=[N:12][N:13]=2)[CH:6]=[C:5]([CH3:26])[C:4]=1[OH:27])[CH3:2].[CH2:28]([C@@H:30]1[O:32][CH2:31]1)Cl.[NH3:33]>CO>[NH2:33][CH2:28][C@H:30]([OH:32])[CH2:31][O:27][C:4]1[C:5]([CH3:26])=[CH:6][C:7]([C:9]2[O:10][C:11]([C:14]3[CH:19]=[C:18]([CH3:20])[CH:17]=[C:16]([CH2:21][N:22]([CH2:24][CH3:25])[CH3:23])[CH:15]=3)=[N:12][N:13]=2)=[CH:8][C:3]=1[CH2:1][CH3:2]. Procedure: The title compound was prepared in analogy to Example 128 starting from the compound of Example 153 using (R)-epichlorohydrine in step a) and ammonia in methanol in step b). LC-MS: tR=0.65 min; [M+1]+=439.20. Starting materials: N1N=C(N=C1)CC(=O)OCC (ethyl 1H-1,2,4-triazol-3-ylacetate), C1(=CC=CC=C1)C(N1N=C(N=C1)CCC(=O)OCC)(C1=CC=CC=C1)C1=CC=CC=C1 (ethyl 3-[1-(triphenylmethyl)-1H-1,2,4-triazol-3-yl]propanoate). Yields the product C1(=CC=CC=C1)C(N1N=C(N=C1)CCC(=O)O)(C1=CC=CC=C1)C1=CC=CC=C1 (3-[1-(triphenylmethyl)-1H-1,2,4-triazol-3-yl]propanoic acid), powder. The yield is 85.0%. RXN SMILES: N1C=NC(CC(OCC)=O)=N1.[C:12]1([C:18]([C:37]2[CH:42]=[CH:41][CH:40]=[CH:39][CH:38]=2)([C:31]2[CH:36]=[CH:35][CH:34]=[CH:33][CH:32]=2)[N:19]2[CH:23]=[N:22][C:21]([CH2:24][CH2:25][C:26]([O:28]CC)=[O:27])=[N:20]2)[CH:17]=[CH:16][CH:15]=[CH:14][CH:13]=1>>[C:37]1([C:18]([C:12]2[CH:17]=[CH:16][CH:15]=[CH:14][CH:13]=2)([C:31]2[CH:32]=[CH:33][CH:34]=[CH:35][CH:36]=2)[N:19]2[CH:23]=[N:22][C:21]([CH2:24][CH2:25][C:26]([OH:28])=[O:27])=[N:20]2)[CH:38]=[CH:39][CH:40]=[CH:41][CH:42]=1. Procedure details: By a method similar to that in Reference Example 15 and using, instead of ethyl 1H-1,2,4-triazol-3-ylacetate, ethyl 3-[1-(triphenylmethyl)-1H-1,2,4-triazol-3-yl]propanoate obtained in Reference Example 24, the title compound was obtained as a white powder (175 mg, 85%). Run at time 1 hour. Procedure details: To 0.37 g of 1-(1,3-dioxolan-2-ylmethyl)-7-methylquinolin-2(1H)-one, 3.7 mL of a 90% aqueous trifluoroacetic acid solution was added, the mixture was stirred at room temperature for 1 hour, and the solvent was removed under reduced pressure. The residue thus obtained was added with ethyl acetate and an aqueous saturated sodium hydrogen carbonate solution. The organic layer was separated, and the aqueous layer was extracted twice with ethyl acetate. The organic layer and an extract were combined,... Reactants: O1C(OCC1)CN1C(C=CC2=CC=C(C=C12)C)=O (1-(1,3-dioxolan-2-ylmethyl)-7-methylquinolin-2(1H)-one), FC(C(=O)O)(F)F (trifluoroacetic acid), C(O)([O-])=O.[Na+] (sodium hydrogen carbonate). Yields the product CC1=CC=C2C=CC(N(C2=C1)CC=O)=O ((7-methyl-2-oxoquinolin-1(2H)-yl)acetaldehyde). Solvent: C(C)(=O)OCC (ethyl acetate). RXN SMILES: [O:1]1CCO[CH:2]1[CH2:6][N:7]1[C:16]2[C:11](=[CH:12][CH:13]=[C:14]([CH3:17])[CH:15]=2)[CH:10]=[CH:9][C:8]1=[O:18].FC(F)(F)C(O)=O.C(=O)([O-])O.[Na+]>C(OCC)(=O)C>[CH3:17][C:14]1[CH:15]=[C:16]2[C:11]([CH:10]=[CH:9][C:8](=[O:18])[N:7]2[CH2:6][CH:2]=[O:1])=[CH:12][CH:13]=1 |f:2.3|. Starting materials: NC=1NC(C2=C(N1)NC=C2CCC2=CC=C(C(=O)O)C=C2)=O (4-[2-(2-amino-4,7-dihydro-4-oxo-3H-pyrrolo[2,3-d]pyrimidine-5-yl)ethyl]benzoic acid), [OH-].[Na+] (sodium hydroxide), Cl (hydrochloric acid). The solvent is O (water), O (water), O (water). Conditions: temperature 25 celsius, time 1 hour. The product is [Na+].NC=1NC(C2=C(N1)NC=C2CCC2=CC=C(C(=O)[O-])C=C2)=O (4-[2-(2-amino-4,7-dihydro-4-oxo-3H-pyrrolo[2,3-d]pyrimidine-5-yl)ethyl]benzoic acid sodium salt). As a reaction SMILES: [NH2:1][C:2]1[NH:3][C:4](=[O:22])[C:5]2[C:10]([CH2:11][CH2:12][C:13]3[CH:21]=[CH:20][C:16]([C:17]([OH:19])=[O:18])=[CH:15][CH:14]=3)=[CH:9][NH:8][C:6]=2[N:7]=1.[OH-].[Na+:24].Cl>O>[Na+:24].[NH2:1][C:2]1[NH:3][C:4](=[O:22])[C:5]2[C:10]([CH2:11][CH2:12][C:13]3[CH:21]=[CH:20][C:16]([C:17]([O-:19])=[O:18])=[CH:15][CH:14]=3)=[CH:9][NH:8][C:6]=2[N:7]=1 |f:1.2,5.6|. Procedure: A flask was charged with 4-[2-(2-amino-4,7-dihydro-4-oxo-3H-pyrrolo[2,3-d]pyrimidine-5-yl)ethyl]benzoic acid (5.0 g; 93.85% purity HPLC) and water (30 ml), the pH was corrected to about 13 with a 2M sodium hydroxide solution in water, and complete dissolution was observed. The pH was then corrected to about 9 with a 1M hydrochloric acid solution in water, and abundant solid formation was observed. The resulting suspension was stirred at about 25° C. for 1 hour, the solid was collected by filtrat...